Dataset: the Open Reaction Database (ORD), a public repository of structured organic reaction records. Task: describe an organic reaction: reactants, conditions, products, and yield Starting materials: ClC=1C=NNC1C=1C=C(C(=O)OC)C=CC1C (Methyl 3-(4-chloro-1H-pyrazol-5-yl)-4-methylbenzoate), ClC=1C=NNC1C=1C=C(C(=O)OC)C=CC1C (Methyl 3-(4-chloro-1H-pyrazol-5-yl)-4-methylbenzoate). The solvent is [OH-].[Na+] (NaOH), CO (methanol). Conditions: temperature 50 celsius. The product is ClC=1C=NNC1C=1C=C(C(=O)O)C=CC1C (3-(4-Chloro-1H-pyrazol-5-yl)-4-methylbenzoic acid). Isolated yield 119.6%. As a reaction SMILES: [Cl:1][C:2]1[CH:3]=[N:4][NH:5][C:6]=1[C:7]1[CH:8]=[C:9]([CH:14]=[CH:15][C:16]=1[CH3:17])[C:10]([O:12]C)=[O:11]>[OH-].[Na+].CO>[Cl:1][C:2]1[CH:3]=[N:4][NH:5][C:6]=1[C:7]1[CH:8]=[C:9]([CH:14]=[CH:15][C:16]=1[CH3:17])[C:10]([OH:12])=[O:11] |f:1.2|. Reported procedure: Methyl 3-(4-chloro-1H-pyrazol-5-yl)-4-methylbenzoate (compound 51.2, 133 mg, 0.53 mmol) was dissolved in a mixture of aqueous NaOH (2 M, 3 mL) and methanol (10 mL). The solution was heated at 50° C. for 16 hrs then the volatiles were removed under reduced pressure. Aqueous HCl (2 M) was added to adjust the pH to 4-5 then concentrated to yield 150 mg of a white solid which was used in the next step without further purification. m/z (ES−) 235 (M−H)−. Starting materials: COC=1C=C2C3(CN(CC2=CC1OC)C(=O)OCC)OC1=C(C3)C=CC=C1 (6',7'-dimethoxy-2'-ethoxycarbonylspiro[benzofuran-2(3H),4'(2'H)-isoquinoline]), [OH-].[K+] (potassium hydroxide), C(CC)O (n-propanol). Solvent: O (water), O (water). Product: C(\C=C/C(=O)O)(=O)O.COC=1C=C2C3(CNCC2=CC1OC)OC1=C(C3)C=CC=C1 (6',7'-Dimethoxyspiro[benzofuran-2(3H),4'(2'H)-isoquinoline] maleate). The yield is 81.0%. RXN SMILES: [CH3:1][O:2][C:3]1[CH:4]=[C:5]2[C:10](=[CH:11][C:12]=1[O:13][CH3:14])[CH2:9][N:8]([C:15]([O:17]CC)=[O:16])[CH2:7][C:6]12[CH2:23][C:22]2[CH:24]=[CH:25][CH:26]=[CH:27][C:21]=2[O:20]1.[OH-:28].[K+].[CH2:30]([OH:33])[CH2:31][CH3:32]>O>[C:15]([OH:17])(=[O:16])/[CH:32]=[CH:31]\[C:30]([OH:28])=[O:33].[CH3:1][O:2][C:3]1[CH:4]=[C:5]2[C:10](=[CH:11][C:12]=1[O:13][CH3:14])[CH2:9][NH:8][CH2:7][C:6]12[CH2:23][C:22]2[CH:24]=[CH:25][CH:26]=[CH:27][C:21]=2[O:20]1 |f:1.2,5.6|. Reported procedure: A mixture of 6',7'-dimethoxy-2'-ethoxycarbonylspiro[benzofuran-2(3H),4'(2'H)-isoquinoline] (4.2 g), potassium hydroxide (7.0 g) and water (7.0 ml) in n-propanol (150 ml) is heated under reflux for four hours. Removal of the solvent under reduced pressure yields an oil which is stirred in water (300 ml) and then extracted with chloroform. The combined organic phases are washed with water, saturated sodium chloride solution and dried over anhydrous magnesium sulfate. After filtering, the solvent i... The product is Cl.COC1=CC=C(CCN2[C@@H](CCC2)CN2C3=C(SCC4=C2C=CC=C4)C=CC=C3)C=C1 ((S)-5,11-Dihydro-5-[1-(4-methoxyphenethyl)-2-pyrrolidinylmethyl]dibenzo[b,e][1,4]thiazepine hydrochloride). Conditions: time 16 hour. Isolated yield 43.0%. The solvent is CCOCC (ether). RXN SMILES: [ClH:1].[CH3:2][O:3][C:4]1[CH:32]=[CH:31][C:7]([CH2:8][CH2:9][N:10]2[CH2:14][CH2:13][CH2:12][C@H:11]2[CH2:15][N:16]2[C:22]3[CH:23]=[CH:24][CH:25]=[CH:26][C:21]=3[CH2:20][S:19][C:18]3[CH:27]=[CH:28][CH:29]=[CH:30][C:17]2=3)=[CH:6][CH:5]=1>CCOCC>[ClH:1].[CH3:2][O:3][C:4]1[CH:5]=[CH:6][C:7]([CH2:8][CH2:9][N:10]2[CH2:14][CH2:13][CH2:12][C@H:11]2[CH2:15][N:16]2[C:22]3[CH:23]=[CH:24][CH:25]=[CH:26][C:21]=3[CH2:20][S:19][C:18]3[CH:27]=[CH:28][CH:29]=[CH:30][C:17]2=3)=[CH:31][CH:32]=1 |f:3.4|. Starting materials: Cl (hydrogen chloride), COC1=CC=C(CCN2[C@@H](CCC2)CN2C3=C(SCC4=C2C=CC=C4)C=CC=C3)C=C1 ((S)-5,11-Dihydro-5-[1-(4-methoxyphenethyl)-2-pyrrolidinylmethyl]dibenzo[b,e][1,4]thiazepine). Procedure details: Excess saturated ethereal hydrogen chloride solution was added to a solution of (S)-5,11-dihydro-5-[1-(4-methoxyphenethyl)-2-pyrrolidinylmethyl]dibenzo[b,e][1,4]thiazepine (see Examples 1 and 6) (1.30 g) in ether (20 ml) and the mixture was stirred at room temperature for 16 hours. The resulting precipitate was collected, washed several times with ether, dried and recrystallised from ethyl acetate to give the title compound as colourless crystals, (602 mg, 43%), m.p. 189°-190° C., [α]58925 -30.7... The reactants are COC=1C=C(C2=C(N=C(S2)C2=CC=C(C=C2)[N+](=O)[O-])C1)OC (5,7-dimethoxy-2-(4-nitrophenyl)benzo[d]thiazole), O.O.Cl[Sn]Cl (SnCl2.2H2O), 2h. Run in C(C)O (ethanol), C(C)O (ethanol). Yields the product COC=1C=C(C2=C(N=C(S2)C2=CC=C(C=C2)N)C1)OC (4-(5,7-dimethoxybenzo[d]thiazol-2-yl)benzenamine). As a reaction SMILES: [CH3:1][O:2][C:3]1[CH:4]=[C:5]([O:21][CH3:22])[C:6]2[S:10][C:9]([C:11]3[CH:16]=[CH:15][C:14]([N+:17]([O-])=O)=[CH:13][CH:12]=3)=[N:8][C:7]=2[CH:20]=1.O.O.Cl[Sn]Cl>C(O)C>[CH3:1][O:2][C:3]1[CH:4]=[C:5]([O:21][CH3:22])[C:6]2[S:10][C:9]([C:11]3[CH:12]=[CH:13][C:14]([NH2:17])=[CH:15][CH:16]=3)=[N:8][C:7]=2[CH:20]=1 |f:1.2.3|. Procedure details: To a stirred solution of 3,5-dimethoxybenzenamine (16c, 4g, 26.1 mmol) in pyridine as solvent and base to this 4-nitrobenzoyl chloride (17, 5.3 g, 28.7 mmol) is added slowly and reflux for 2h, after completion of the reaction, reaction mixture is poured in water, filtered, washed with dil HCl and dried to afford compound N-(3,5-dimethoxyphenyl)-4-nitrobenzamide (18c). To a stirred solution of amide (18c, 5g, 16.5 mmol) taken in toluene to this lawessons reagent (4.6 g, 11.5 mmol) is added and re... RXN SMILES: [Br:13][CH2:14][c:15]1[cH:16][cH:17][cH:18][cH:19][cH:20]1.[CH2:21]1[O:22][CH2:23][CH2:24][CH2:25]1.[H-:2].[Na+:1].[nH:3]1[n:4][cH:5][c:6]([C:8](=[O:9])[O:10][CH2:11][CH3:12])[cH:7]1>>[n:3]1([CH2:14][c:15]2[cH:16][cH:17][cH:18][cH:19][cH:20]2)[n:4][cH:5][c:6]([C:8](=[O:9])[O:10][CH2:11][CH3:12])[cH:7]1. Starting materials: BrCc1ccccc1, C1CCOC1, [H-], [Na+], CCOC(=O)c1cn[nH]c1. The product is CCOC(=O)c1cnn(Cc2ccccc2)c1. Starting materials: C1COCCO1, COC(=O)NS(=O)(=O)c1ccc(Cl)cc1, Clc1ccc(C2=NNCC2c2ccccc2)cc1, c1ccncc1. Product: O=C(NS(=O)(=O)c1ccc(Cl)cc1)N1CC(c2ccccc2)C(c2ccc(Cl)cc2)=N1. As a reaction SMILES: [CH2:40]1[O:41][CH2:42][CH2:43][O:44][CH2:45]1.[CH3:1][O:2][C:3]([NH:4][S:5](=[O:6])(=[O:7])[c:8]1[cH:9][cH:10][c:11]([Cl:14])[cH:12][cH:13]1)=[O:15].[Cl:22][c:23]1[cH:24][cH:25][c:26]([C:29]2=[N:30][NH:31][CH2:32][CH:33]2[c:34]2[cH:35][cH:36][cH:37][cH:38][cH:39]2)[cH:27][cH:28]1.[cH:16]1[cH:17][cH:18][n:19][cH:20][cH:21]1>>[C:3]([NH:4][S:5](=[O:6])(=[O:7])[c:8]1[cH:9][cH:10][c:11]([Cl:14])[cH:12][cH:13]1)(=[O:15])[N:31]1[N:30]=[C:29]([c:26]2[cH:25][cH:24][c:23]([Cl:22])[cH:28][cH:27]2)[CH:33]([c:34]2[cH:35][cH:36][cH:37][cH:38][cH:39]2)[CH2:32]1. The reactants are FC=1C=2C=C3N(C2C=CC1)COC1=C3N=C(C=C1)C=1C(=CC3=C(C(=C(O3)C3=CC=C(C=C3)F)C(=O)NC)C1)N(S(=O)(=O)C)CC1=CC=C(C=C1)B1OC(C(O1)(C)C)(C)C (5-(11-fluoro-6H-pyrido[2′,3′:5,6][1,3]oxazino[3,4-a]indol-2-yl)-2-(4-fluorophenyl)-N-methyl-6-(N-(4-(4,4,5,5-tetramethyl-1,3,2-dioxaborolan-2-yl)benzyl)methylsulfonamido)benzofuran-3-carboxamide), NaIO4. Solvent: C1CCOC1.O (THF H2O). Yields the product FC=1C=2C=C3N(C2C=CC1)COC1=C3N=C(C=C1)C=1C(=CC3=C(C(=C(O3)C3=CC=C(C=C3)F)C(NC)=O)C1)N(S(=O)(=O)C)CC1=CC=C(C=C1)B(O)O ((4-((N-(5-(11-fluoro-6H-pyrido[2′,3′:5,6][1,3]oxazino[3,4-a]indol-2-yl)-2-(4-fluorophenyl)-3-(methylcarbamoyl)benzofuran-6-yl)methylsulfonamido)methyl)phenyl) boronic acid). As a reaction SMILES: [F:1][C:2]1[C:3]2[CH:4]=[C:5]3[C:14]4[N:15]=[C:16]([C:19]5[C:20]([N:39]([CH2:44][C:45]6[CH:50]=[CH:49][C:48]([B:51]7[O:55]C(C)(C)C(C)(C)[O:52]7)=[CH:47][CH:46]=6)[S:40]([CH3:43])(=[O:42])=[O:41])=[CH:21][C:22]6[O:26][C:25]([C:27]7[CH:32]=[CH:31][C:30]([F:33])=[CH:29][CH:28]=7)=[C:24]([C:34]([NH:36][CH3:37])=[O:35])[C:23]=6[CH:38]=5)[CH:17]=[CH:18][C:13]=4[O:12][CH2:11][N:6]3[C:7]=2[CH:8]=[CH:9][CH:10]=1>C1COCC1.O>[F:1][C:2]1[C:3]2[CH:4]=[C:5]3[C:14]4[N:15]=[C:16]([C:19]5[C:20]([N:39]([CH2:44][C:45]6[CH:46]=[CH:47][C:48]([B:51]([OH:55])[OH:52])=[CH:49][CH:50]=6)[S:40]([CH3:43])(=[O:41])=[O:42])=[CH:21][C:22]6[O:26][C:25]([C:27]7[CH:32]=[CH:31][C:30]([F:33])=[CH:29][CH:28]=7)=[C:24]([C:34](=[O:35])[NH:36][CH3:37])[C:23]=6[CH:38]=5)[CH:17]=[CH:18][C:13]=4[O:12][CH2:11][N:6]3[C:7]=2[CH:8]=[CH:9][CH:10]=1 |f:1.2|. Procedure: A solution of 5-(11-fluoro-6H-pyrido[2′,3′:5,6][1,3]oxazino[3,4-a]indol-2-yl)-2-(4-fluorophenyl)-N-methyl-6-(N-(4-(4,4,5,5-tetramethyl-1,3,2-dioxaborolan-2-yl)benzyl)methylsulfonamido)benzofuran-3-carboxamide (0.12 g, 0.15 mmol) and NaIO4 (0.16 g, 0.74 mmol) in THF/H2O (12 mL/4 mL) was stirred at room temperature for 24 hours. The mixture was filtered and extracted by EtOAc. The combined organic phases was washed with brine, dried over Na2SO4 and concentrated in vacuo. The resulting residue was ... Reactants: C([O-])(O)=O.[Na+] (sodium bicarbonate), Cl.OC1[C@H](N)[C@@H](O)[C@H](O)[C@H](O1)CO (glucosamine hydrochloride), C(C)(=O)O (acetic acid), C1(=CC=CC=C1)NN (phenylhydrazine). The reagents and catalysts are Cl[Pt-2](Cl)(Cl)Cl.[K+].[K+] (potassium tetrachloroplatinate). The solvent is O (water), O (water). Reaction conditions: temperature 4 celsius, time 8 hour. Yields the product NC[C@@H]([C@@H](O)[C@H](O)[C@H](O)CO)N (1,2-diamino-1,2-dideoxy-D-glucitol). As a reaction SMILES: Cl.O[CH:3]1[O:11][C@H:10]([CH2:12][OH:13])[C@@H:8]([OH:9])[C@H:6]([OH:7])[C@H:4]1[NH2:5].C(O)(=O)C.C1([NH:24]N)C=CC=CC=1.C(=O)(O)[O-].[Na+]>O.Cl[Pt-2](Cl)(Cl)Cl.[K+].[K+]>[NH2:24][CH2:3][C@H:4]([NH2:5])[C@H:6]([C@@H:8]([C@@H:10]([CH2:12][OH:13])[OH:11])[OH:9])[OH:7] |f:0.1,4.5,7.8.9|. Procedure details: A solution of 20 g of glucosamine hydrochloride, 20 ml of glacial acetic acid, 80 ml of water and 9.1 ml of phenylhydrazine was heated on a steam bath for one hour, then cooled and filtered. The filtrate was hydrogenated in a Parr apparatus with Raney nickel catalyst until the uptake of hydrogen ceased. This mixture was then filtered, the filtrate was treated with activated charcoal and refiltered through diatomaceous earth, giving a green solution. A 6.31 ml portion of this green solution was t... The reactants are COc1ccccc1Oc1c(Cl)nc(N2CCN(C=O)CC2)nc1NS(=O)(=O)c1ccc(C(C)(C)C)cc1, OCCCO. Yields the product COc1ccccc1Oc1c(NS(=O)(=O)c2ccc(C(C)(C)C)cc2)nc(N2CCN(C=O)CC2)nc1OCCCO. Reaction SMILES: [C:1]([CH3:2])([CH3:3])([CH3:4])[c:5]1[cH:6][cH:7][c:8]([S:11](=[O:12])(=[O:13])[NH:14][c:15]2[n:16][c:17]([N:31]3[CH2:32][CH2:33][N:34]([CH:37]=[O:38])[CH2:35][CH2:36]3)[n:18][c:19]([Cl:30])[c:20]2[O:21][c:22]2[c:23]([O:28][CH3:29])[cH:24][cH:25][cH:26][cH:27]2)[cH:9][cH:10]1.[CH2:39]([CH2:40][CH2:41][OH:42])[OH:43]>>[C:1]([CH3:2])([CH3:3])([CH3:4])[c:5]1[cH:6][cH:7][c:8]([S:11](=[O:12])(=[O:13])[NH:14][c:15]2[n:16][c:17]([N:31]3[CH2:32][CH2:33][N:34]([CH:37]=[O:38])[CH2:35][CH2:36]3)[n:18][c:19]([O:42][CH2:41][CH2:40][CH2:39][OH:43])[c:20]2[O:21][c:22]2[c:23]([O:28][CH3:29])[cH:24][cH:25][cH:26][cH:27]2)[cH:9][cH:10]1.